This data is from the Open Reaction Database (ORD), a public repository of structured organic reaction records. The task is: describe an organic reaction: reactants, conditions, products, and yield Starting materials: [BH4-], CCOC(=O)c1cc2cc(Br)ccc2o1, Cl, [Na+], C1CCOC1, O. Product: OCc1cc2cc(Br)ccc2o1. Reaction SMILES: [BH4-:16].[Br:1][c:2]1[cH:3][cH:4][c:5]2[c:6]([cH:7][c:8]([C:10](=[O:11])[O:12][CH2:13][CH3:14])[o:9]2)[cH:15]1.[ClH:19].[Na+:17].[O:20]1[CH2:21][CH2:22][CH2:23][CH2:24]1.[OH2:18]>>[Br:1][c:2]1[cH:3][cH:4][c:5]2[c:6]([cH:7][c:8]([CH2:10][OH:11])[o:9]2)[cH:15]1. The reactants are CS(=O)(=O)NC1=CC=C(C=C1)S(=O)(=NCCN1CCOCC1)CCCCSC1=CC=CC=C1 (S-[4-(methanesulfonylamino)phenyl]-N-[2-(4-morpholinyl)ethyl]-S-[4-(phenylthio)butyl]sulfoximine), S(O)(O)(=O)=O (sulfuric acid), B1(OO1)[O-].O.O.O.O.[Na+] (sodium perborate tetrahydrate). Run in CO (methanol). Conditions: temperature 0 celsius, time 2 hour. Product: N1(CCOCC1)CCN=S(=O)(CCCCS(=O)C1=CC=CC=C1)C1=CC=C(C=C1)NS(=O)(=O)C (N-[4-[N-[2-(4-morpholinyl)ethyl]-S-(4-(phenylsulfinyl)butyl]sulfonimidoyl]phenyl]methanesulfonamide). Reaction SMILES: [CH3:1][S:2]([NH:5][C:6]1[CH:11]=[CH:10][C:9]([S:12]([CH2:23][CH2:24][CH2:25][CH2:26][S:27][C:28]2[CH:33]=[CH:32][CH:31]=[CH:30][CH:29]=2)(=[N:14][CH2:15][CH2:16][N:17]2[CH2:22][CH2:21][O:20][CH2:19][CH2:18]2)=[O:13])=[CH:8][CH:7]=1)(=[O:4])=[O:3].S(=O)(=O)(O)[OH:35].B1([O-])OO1.O.O.O.O.[Na+]>CO>[N:17]1([CH2:16][CH2:15][N:14]=[S:12]([C:9]2[CH:8]=[CH:7][C:6]([NH:5][S:2]([CH3:1])(=[O:3])=[O:4])=[CH:11][CH:10]=2)([CH2:23][CH2:24][CH2:25][CH2:26][S:27]([C:28]2[CH:29]=[CH:30][CH:31]=[CH:32][CH:33]=2)=[O:35])=[O:13])[CH2:18][CH2:19][O:20][CH2:21][CH2:22]1 |f:2.3.4.5.6.7|. Procedure: A cold (0° C.) solution of S-[4-(methanesulfonylamino)phenyl]-N-[2-(4-morpholinyl)ethyl]-S-[4-(phenylthio)butyl]sulfoximine in methanol is treated slowly with excess 30% sulfuric acid and then sodium perborate tetrahydrate (10 equivalents) is added. The mixture is stirred at 0° C. for 2 hrs and then at ambient temperature for 2 hrs. The methanol is removed in vacuo and the residue basified with 50% sodium hydroxide and filtered. The filter cake is washed with methylene chloride. The aqueous filt...